From a dataset of the Open Reaction Database (ORD), a public repository of structured organic reaction records. describe an organic reaction: reactants, conditions, products, and yield Yields the product CC(=O)OC1C=C(Cc2cccc(OCc3ccccc3)c2)C(=O)C1. Reactants: CC(=O)O, C=COC(C)=O, CC(=O)CC(C)C, O=C1CC(O)C=C1Cc1cccc(OCc2ccccc2)c1, c1ccc(P(c2ccccc2)c2ccccc2)cc1. Reaction SMILES: [C:48]([OH:49])(=[O:50])[CH3:51].[CH3:23][C:24](=[O:25])[O:26][CH:27]=[CH2:28].[CH3:52][C:53]([CH2:54][CH:55]([CH3:56])[CH3:57])=[O:58].[OH:1][CH:2]1[CH:3]=[C:4]([CH2:8][c:9]2[cH:10][c:11]([O:15][CH2:16][c:17]3[cH:18][cH:19][cH:20][cH:21][cH:22]3)[cH:12][cH:13][cH:14]2)[C:5](=[O:7])[CH2:6]1.[c:29]1([P:30]([c:31]2[cH:32][cH:33][cH:34][cH:35][cH:36]2)[c:37]2[cH:38][cH:39][cH:40][cH:41][cH:42]2)[cH:43][cH:44][cH:45][cH:46][cH:47]1>>[O:1]([CH:2]1[CH:3]=[C:4]([CH2:8][c:9]2[cH:10][c:11]([O:15][CH2:16][c:17]3[cH:18][cH:19][cH:20][cH:21][cH:22]3)[cH:12][cH:13][cH:14]2)[C:5](=[O:7])[CH2:6]1)[C:24]([CH3:23])=[O:25].